The task is: describe an organic reaction: reactants, conditions, products, and yield. This data is from the Open Reaction Database (ORD), a public repository of structured organic reaction records. Starting materials: N(=NC(=O)OC(C)C)C(=O)OC(C)C (diisopropyl azodicarboxylate), N(=NC(=O)OC(C)C)C(=O)OC(C)C (diisopropyl azodicarboxylate), BrC=1C=C2C=3CCCC(C3NC2=CC1)O (6-bromo-2,3,4,9-tetrahydro-1H-carbazol-1-ol), FC1=CC=C(C=C1)O (p-fluorophenol), C1(=CC=CC=C1)P(C1=CC=CC=C1)C1=CC=CC=C1 (triphenylphosphine). The solvent is C1CCOC1 (THF). Reaction conditions: time 16 hour. Product: BrC=1C=C2C=3CCCCC3N(C2=CC1)OC1=CC=C(C=C1)F (6-bromo-N-(4-fluorophenoxy)-2,3,4,9-tetrahydro-1H-carbazole). The yield is 11.7%. As a reaction SMILES: [Br:1][C:2]1[CH:3]=[C:4]2[C:12](=[CH:13][CH:14]=1)[NH:11][C:10]1[CH:9](O)[CH2:8][CH2:7][CH2:6][C:5]2=1.[F:16][C:17]1[CH:22]=[CH:21][C:20]([OH:23])=[CH:19][CH:18]=1.C1(P(C2C=CC=CC=2)C2C=CC=CC=2)C=CC=CC=1.N(C(OC(C)C)=O)=NC(OC(C)C)=O>C1COCC1>[Br:1][C:2]1[CH:3]=[C:4]2[C:12](=[CH:13][CH:14]=1)[N:11]([O:23][C:20]1[CH:21]=[CH:22][C:17]([F:16])=[CH:18][CH:19]=1)[C:10]1[CH2:9][CH2:8][CH2:7][CH2:6][C:5]2=1. Reported procedure: To a solution of 6-bromo-2,3,4,9-tetrahydro-1H-carbazol-1-ol (50 mg, 0.19 mmol) in THF (5 mL) was added p-fluorophenol (43 mg, 0.38 mmol), polymer supported triphenylphosphine (1.67 mmol/g, 228 mg, 0.38 mmol) and diisopropyl azodicarboxylate (77 mg, 0.38 mmol). The reaction was stirred at room temperature for 16 h, and additional diisopropyl azodicarboxylate (77 mg, 0.38 mmol) was added. The reaction was stirred for 16 h, filtered and concentrated. The crude product was purified by flash chromat... Starting materials: CCOC(C)=O, Cl, Ic1ccccc1, Cc1c(CC(N)=O)c2cc(O)ccc2n1Cc1ccccc1, c1ccncc1. Yields the product Cc1c(CC(N)=O)c2cc(Oc3ccccc3)ccc2n1Cc1ccccc1. Reaction SMILES: [CH3:36][CH2:37][O:38][C:39](=[O:40])[CH3:41].[ClH:42].[I:23][c:24]1[cH:25][cH:26][cH:27][cH:28][cH:29]1.[OH:1][c:2]1[cH:3][c:4]2[c:5]([CH2:19][C:20](=[O:21])[NH2:22])[c:6]([CH3:18])[n:7]([CH2:11][c:12]3[cH:13][cH:14][cH:15][cH:16][cH:17]3)[c:8]2[cH:9][cH:10]1.[cH:30]1[cH:31][cH:32][n:33][cH:34][cH:35]1>>[O:1]([c:2]1[cH:3][c:4]2[c:5]([CH2:19][C:20](=[O:21])[NH2:22])[c:6]([CH3:18])[n:7]([CH2:11][c:12]3[cH:13][cH:14][cH:15][cH:16][cH:17]3)[c:8]2[cH:9][cH:10]1)[c:24]1[cH:25][cH:26][cH:27][cH:28][cH:29]1. Starting materials: CCOC(=O)c1cc(C)cc(C(=O)O)c1, CCCNCCCCOCc1ccccc1, ClCCCl, CN1CCOCC1, CCOC(C)=O, CN(C)C=O, On1nnc2ccccc21. Product: CCCN(CCCCOCc1ccccc1)C(=O)c1cc(C)cc(C(=O)OCC)c1. Reaction SMILES: [CH2:17]([CH3:18])[O:19][C:20](=[O:21])[c:22]1[cH:23][c:24]([C:25](=[O:26])[OH:27])[cH:28][c:29]([CH3:31])[cH:30]1.[CH2:1]([c:2]1[cH:3][cH:4][cH:5][cH:6][cH:7]1)[O:8][CH2:9][CH2:10][CH2:11][CH2:12][NH:13][CH2:14][CH2:15][CH3:16].[CH2:49]([Cl:50])[CH2:51][Cl:52].[CH3:42][N:43]1[CH2:44][CH2:45][O:46][CH2:47][CH2:48]1.[CH3:58][CH2:59][O:60][C:61](=[O:62])[CH3:63].[O:53]=[CH:54][N:55]([CH3:56])[CH3:57].[OH:32][n:33]1[c:34]2[c:35]([cH:36][cH:37][cH:38][cH:39]2)[n:40][n:41]1>>[CH2:1]([c:2]1[cH:3][cH:4][cH:5][cH:6][cH:7]1)[O:8][CH2:9][CH2:10][CH2:11][CH2:12][N:13]([CH2:14][CH2:15][CH3:16])[C:25]([c:24]1[cH:23][c:22]([C:20]([O:19][CH2:17][CH3:18])=[O:21])[cH:30][c:29]([CH3:31])[cH:28]1)=[O:27]. The product is CCN(C(=O)C(F)(F)F)C(C)Cc1ccc2c(c1)OC(CN)O2. Reaction SMILES: [CH2:1]([O:2][C:3](=[O:4])[NH:10][CH2:11][CH:12]1[O:13][c:14]2[c:15]([cH:17][cH:18][c:19]([CH2:21][CH:22]([CH3:23])[N:24]([C:25]([C:26]([F:27])([F:28])[F:29])=[O:30])[CH2:31][CH3:32])[cH:20]2)[O:16]1)[c:5]1[cH:6][cH:7][cH:8][cH:9][cH:33]1.[CH3:34][OH:35]>>[NH2:10][CH2:11][CH:12]1[O:13][c:14]2[c:15]([cH:17][cH:18][c:19]([CH2:21][CH:22]([CH3:23])[N:24]([C:25]([C:26]([F:27])([F:28])[F:29])=[O:30])[CH2:31][CH3:32])[cH:20]2)[O:16]1. Reactants: CCN(C(=O)C(F)(F)F)C(C)Cc1ccc2c(c1)OC(CNC(=O)OCc1ccccc1)O2, CO. The reactants are BrC1=CC=C(S1)C(CCC(=O)O)=O (4-(5-bromothiophen-2-yl)-4-oxobutanoic acid), C1=CN(C=N1)C(=O)N2C=CN=C2 (CDI), resultant mixture, C(#N)CC(=O)O (2-cyanoacetic acid), C(C)(C)[Mg]Cl (i-PrMgCl). Solvent: C1CCOC1 (THF), C1CCOC1 (THF). Product: BrC1=CC=C(S1)C(CCC(CC#N)=O)=O (6-(5-bromothiophen-2-yl)-3,6-dioxohexanenitrile). The yield is 69.0%. Reaction SMILES: [C:1]([CH2:3][C:4]([OH:6])=O)#[N:2].C([Mg]Cl)(C)C.[Br:12][C:13]1[S:17][C:16]([C:18](=[O:24])[CH2:19][CH2:20]C(O)=O)=[CH:15][CH:14]=1.C1N=CN(C(N2C=NC=C2)=O)C=1>C1COCC1>[Br:12][C:13]1[S:17][C:16]([C:18](=[O:24])[CH2:19][CH2:20][C:4](=[O:6])[CH2:3][C:1]#[N:2])=[CH:15][CH:14]=1. Procedure: To a solution of 2-cyanoacetic acid (13 g, 50 mmol) in THF (100 mL) was added dropwise i-PrMgCl (16 g, 250 mmol) at −78° C. for 1 h. A solution of 4-(5-bromothiophen-2-yl)-4-oxobutanoic acid (8A) and CDI (12 g, 74 mmol) in THF was added dropwise at −78° C. and the resultant mixture was stirred at −78° C. for 1 h and at room temperature for 1 h. The reaction mixture was quenched with saturated ammonium chloride (200 mL). The organic phase was separated, dried over Na2SO4, filtered, concentrated a...